Dataset: the Open Reaction Database (ORD), a public repository of structured organic reaction records. Task: describe an organic reaction: reactants, conditions, products, and yield The reactants are CCOCC, CCCCCC, O=C=NS(=O)(=O)Cl, Oc1c(-c2ccccc2)cccc1-c1ccccc1. Yields the product O=C(NS(=O)(=O)Cl)Oc1c(-c2ccccc2)cccc1-c1ccccc1. Reaction SMILES: [CH2:27]([O:28][CH2:29][CH3:30])[CH3:31].[CH3:32][CH2:33][CH2:34][CH2:35][CH2:36][CH3:37].[Cl:20][S:21](=[O:22])(=[O:23])[N:24]=[C:25]=[O:26].[c:1]1(-[c:7]2[c:8]([OH:19])[c:9](-[c:13]3[cH:14][cH:15][cH:16][cH:17][cH:18]3)[cH:10][cH:11][cH:12]2)[cH:2][cH:3][cH:4][cH:5][cH:6]1>>[c:1]1(-[c:7]2[c:8]([O:19][C:25]([NH:24][S:21]([Cl:20])(=[O:22])=[O:23])=[O:26])[c:9](-[c:13]3[cH:14][cH:15][cH:16][cH:17][cH:18]3)[cH:10][cH:11][cH:12]2)[cH:2][cH:3][cH:4][cH:5][cH:6]1. The reactants are C[Mg+].[Br-] (MeMgBr), [Si](C)(C)(C(C)(C)C)N1C(C[C@@H]1CO)=O (1-(tert-butyldimethylsilyl)-4(R)-(hydroxymethyl)azetidin-2-one), CCN(C(C)C)C(C)C (DIEA), C(C(=O)Cl)(=O)Cl (oxalyl chloride), CS(=O)C (DMSO), [NH4+].[Cl-] (NH4Cl). Solvent: O (H2O), C(Cl)Cl (CH2Cl2), C(Cl)Cl (CH2Cl2), C(Cl)Cl (CH2Cl2). Reaction conditions: time 15 minute. The product is [Si](C)(C)(C(C)(C)C)N1C(C[C@@H]1C(C)O)=O (1-(tert-butyldimethylsilyl)-4(R)-(1-hydroxyethyl)azetidin-2-one). The yield is 77.8%. As a reaction SMILES: [C:1](Cl)(=[O:5])[C:2](Cl)=O.CS(C)=O.[Si:11]([N:18]1[C@@H:21](CO)[CH2:20][C:19]1=[O:24])([C:14]([CH3:17])([CH3:16])[CH3:15])([CH3:13])[CH3:12].CCN(C(C)C)C(C)C.C[Mg+].[Br-].[NH4+].[Cl-]>C(Cl)Cl.O>[Si:11]([N:18]1[C@@H:21]([CH:1]([OH:5])[CH3:2])[CH2:20][C:19]1=[O:24])([C:14]([CH3:17])([CH3:16])[CH3:15])([CH3:13])[CH3:12] |f:4.5,6.7|. Reported procedure: To a solution of oxalyl chloride (0.31 mL, 3.58 mmol) in CH2Cl2 (22 mL) at −78° was added dropwise a solution of DMSO (0.48 mL, 6.83 mmol) in CH2Cl2 (1.4 mL). After 15 min, a solution of 1-(tert-butyldimethylsilyl)-4(R)-(hydroxymethyl)azetidin-2-one (700 mg, 3.25 mmol) in CH2Cl2 (3.3 mL) was added and the reaction was stirred an extra 45 min. Finally, DIEA (2.8 mL, 16.25 mmol) was added and the reaction was stirred at room temperature for 2 h. The resulting mixture was diluted with H2O and extra...